Dataset: the Open Reaction Database (ORD), a public repository of structured organic reaction records. Task: describe an organic reaction: reactants, conditions, products, and yield Reactants: C[Sn](C)(C)C, CC(C)(O)COc1ccc2c(c1Br)C1(COC(N)=N1)c1cc(-c3cccnc3)ccc1O2, O, c1ccc(P(c2ccccc2)(c2ccccc2)[Pd](P(c2ccccc2)(c2ccccc2)c2ccccc2)(P(c2ccccc2)(c2ccccc2)c2ccccc2)P(c2ccccc2)(c2ccccc2)c2ccccc2)cc1. The product is Cc1c(OCC(C)(C)O)ccc2c1C1(COC(N)=N1)c1cc(-c3cccnc3)ccc1O2. As a reaction SMILES: [CH3:33][Sn:34]([CH3:35])([CH3:36])[CH3:37].[NH2:1][C:2]1=[N:6][C:5]2([CH2:4][O:3]1)[c:7]1[cH:8][c:9](-[c:27]3[cH:28][n:29][cH:30][cH:31][cH:32]3)[cH:10][cH:11][c:12]1[O:13][c:14]1[cH:15][cH:16][c:17]([O:21][CH2:22][C:23]([CH3:24])([OH:25])[CH3:26])[c:18]([Br:20])[c:19]12.[OH2:38].[cH:39]1[cH:40][cH:41][c:42]([P:43]([Pd:44]([P:45]([c:46]2[cH:47][cH:48][cH:49][cH:50][cH:51]2)([c:52]2[cH:53][cH:54][cH:55][cH:56][cH:57]2)[c:58]2[cH:59][cH:60][cH:61][cH:62][cH:63]2)([P:64]([c:65]2[cH:66][cH:67][cH:68][cH:69][cH:70]2)([c:71]2[cH:72][cH:73][cH:74][cH:75][cH:76]2)[c:77]2[cH:78][cH:79][cH:80][cH:81][cH:82]2)[P:83]([c:84]2[cH:85][cH:86][cH:87][cH:88][cH:89]2)([c:90]2[cH:91][cH:92][cH:93][cH:94][cH:95]2)[c:96]2[cH:97][cH:98][cH:99][cH:100][cH:101]2)([c:102]2[cH:103][cH:104][cH:105][cH:106][cH:107]2)[c:108]2[cH:109][cH:110][cH:111][cH:112][cH:113]2)[cH:114][cH:115]1>>[NH2:1][C:2]1=[N:6][C:5]2([CH2:4][O:3]1)[c:7]1[cH:8][c:9](-[c:27]3[cH:28][n:29][cH:30][cH:31][cH:32]3)[cH:10][cH:11][c:12]1[O:13][c:14]1[cH:15][cH:16][c:17]([O:21][CH2:22][C:23]([CH3:24])([OH:25])[CH3:26])[c:18]([CH3:33])[c:19]12. The reactants are OCC1CCN(Cc2ccccc2)CC1O, CO, O=C(Cl)OCc1ccccc1, [Na+], C1COCCO1, [OH-], [OH-], [OH-], O, [Pd+2]. Product: O=C(OCc1ccccc1)N1CCC(CO)C(O)C1. As a reaction SMILES: [CH2:1]([c:2]1[cH:3][cH:4][cH:5][cH:6][cH:7]1)[N:8]1[CH2:9][CH:10]([OH:16])[CH:11]([CH2:14][OH:15])[CH2:12][CH2:13]1.[CH3:30][OH:31].[Cl:17][C:18](=[O:19])[O:20][CH2:21][c:22]1[cH:23][cH:24][cH:25][cH:26][cH:27]1.[Na+:29].[O:33]1[CH2:34][CH2:35][O:36][CH2:37][CH2:38]1.[OH-:28].[OH-:39].[OH-:41].[OH2:32].[Pd+2:40]>>[N:8]1([C:18](=[O:19])[O:20][CH2:21][c:22]2[cH:23][cH:24][cH:25][cH:26][cH:27]2)[CH2:9][CH:10]([OH:16])[CH:11]([CH2:14][OH:15])[CH2:12][CH2:13]1. Starting materials: N1=C(C=CC=C1)CC#N (2-Pyridineacetonitrile), COC=1C=C(C=O)C=CC1OC (3,4-dimethoxybenzaldehyde). The product is COC=1C=C(C=CC1OC)\C=C(/C#N)\C1=NC=CC=C1 ((Z)-3-(3,4-dimethoxy-phenyl)-2-pyridin-2-yl-acrylonitrile). Yield: 77.4%. RXN SMILES: [N:1]1[CH:6]=[CH:5][CH:4]=[CH:3][C:2]=1[CH2:7][C:8]#[N:9].[CH3:10][O:11][C:12]1[CH:13]=[C:14]([CH:17]=[CH:18][C:19]=1[O:20][CH3:21])[CH:15]=O>>[CH3:10][O:11][C:12]1[CH:13]=[C:14](/[CH:15]=[C:7](/[C:2]2[CH:3]=[CH:4][CH:5]=[CH:6][N:1]=2)\[C:8]#[N:9])[CH:17]=[CH:18][C:19]=1[O:20][CH3:21]. Procedure: 2-Pyridineacetonitrile (1.18 g) was condensed with 3,4-dimethoxybenzaldehyde (1.66 g) through Method B (production step 2), to thereby yield the target product (yield: 2.06 g, 77%). The reactants are Cc1ccccc1C(=O)c1ccc(Nc2ccccc2COCCO)cc1Cl, Cc1ccc(S(=O)(=O)Cl)cc1, c1ccncc1. Yields the product Cc1ccc(S(=O)(=O)OCCOCc2ccccc2Nc2ccc(C(=O)c3ccccc3C)c(Cl)c2)cc1. Reaction SMILES: [Cl:1][c:2]1[c:3]([C:20](=[O:21])[c:22]2[c:23]([CH3:28])[cH:24][cH:25][cH:26][cH:27]2)[cH:4][cH:5][c:6]([NH:8][c:9]2[c:10]([CH2:15][O:16][CH2:17][CH2:18][OH:19])[cH:11][cH:12][cH:13][cH:14]2)[cH:7]1.[c:29]1([CH3:39])[cH:30][cH:31][c:32]([S:35](=[O:36])(=[O:37])[Cl:38])[cH:33][cH:34]1.[cH:40]1[cH:41][cH:42][n:43][cH:44][cH:45]1>>[Cl:1][c:2]1[c:3]([C:20](=[O:21])[c:22]2[c:23]([CH3:28])[cH:24][cH:25][cH:26][cH:27]2)[cH:4][cH:5][c:6]([NH:8][c:9]2[c:10]([CH2:15][O:16][CH2:17][CH2:18][O:19][S:35]([c:32]3[cH:31][cH:30][c:29]([CH3:39])[cH:34][cH:33]3)(=[O:36])=[O:37])[cH:11][cH:12][cH:13][cH:14]2)[cH:7]1. Reactants: NCC1=CC=C(O1)C=1C=C(C(NC1C)=O)CC (5-(5-aminomethylfuran-2-yl)-3-ethyl-6-methyl-1H-pyridin-2-one), N1=C(C=CC=C1)C(=O)Cl (pyridine-2-carboxylic acid chloride). The product is C(C)C1=CC(=C(NC1=O)C)C1=CC=C(O1)CNC(=O)C1=NC=CC=C1 (Pyridine-2-carboxylic acid [5-(5-ethyl-2-methyl-6-oxo-1,6-dihydro-pyridin-3-yl)-furan-2-ylmethyl]-amide). Reaction SMILES: [NH2:1][CH2:2][C:3]1[O:7][C:6]([C:8]2[CH:9]=[C:10]([CH2:16][CH3:17])[C:11](=[O:15])[NH:12][C:13]=2[CH3:14])=[CH:5][CH:4]=1.[N:18]1[CH:23]=[CH:22][CH:21]=[CH:20][C:19]=1[C:24](Cl)=[O:25]>>[CH2:16]([C:10]1[C:11](=[O:15])[NH:12][C:13]([CH3:14])=[C:8]([C:6]2[O:7][C:3]([CH2:2][NH:1][C:24]([C:19]3[CH:20]=[CH:21][CH:22]=[CH:23][N:18]=3)=[O:25])=[CH:4][CH:5]=2)[CH:9]=1)[CH3:17]. Procedure details: Example 269 is substantially repeated except for utilizing 5-(5-aminomethylfuran-2-yl)-3-ethyl-6-methyl-1H-pyridin-2-one and pyridine-2-carboxylic acid chloride to afford the title compound. MS: m/e=338 (M+H).